From a dataset of the Open Reaction Database (ORD), a public repository of structured organic reaction records. describe an organic reaction: reactants, conditions, products, and yield The reactants are COC(/C(=C\CC1CCCC1)/I)=O ((E)-4-cyclopentyl-2-iodo-but-2-enoic acid methyl ester), C1(=CC=CC=C1)P(C1=CC=CC=C1)C1=CC=CC=C1 (triphenylphosphine), C[Si](C)(C)Cl (trimethylsilyl chloride), [Cl-].[NH4+] (ammonium chloride), BrCCBr (1,2-dibromoethane), BrC1=CC(=C(C=C1)S(=O)(=O)C)C(F)(F)F (4-bromo-1-methanesulfonyl-2-trifluoromethyl-benzene). Reagents/catalysts: C=1C=CC(=CC1)/C=C/C(=O)/C=C/C2=CC=CC=C2.C=1C=CC(=CC1)/C=C/C(=O)/C=C/C2=CC=CC=C2.[Pd] (bis(dibenzylideneacetone)palladium(0)), [Zn] (zinc), [Zn] (zinc), [Zn] (zinc), [Zn] (zinc), [Zn] (zinc), [Zn] (zinc). Solvent: O1CCCC1 (tetrahydrofuran), O1CCCC1 (tetrahydrofuran), O1CCCC1 (tetrahydrofuran), O1CCCC1 (tetrahydrofuran), O1CCCC1 (tetrahydrofuran). Reaction conditions: temperature 25 celsius, time 15 minute. The product is hexanes ethyl acetate, COC(\C(=C\CC1CCCC1)\C1=CC(=C(C=C1)S(=O)(=O)C)C(F)(F)F)=O ((E)-4-cyclopentyl-2-(4-(methanesulfonyl)-3-(trifluoromethyl)-phenyl)-but-2-enoic acid methyl ester). The yield is 87.1%. As a reaction SMILES: BrCCBr.C[Si](Cl)(C)C.[CH3:10][O:11][C:12](=[O:22])/[C:13](/I)=[CH:14]\[CH2:15][CH:16]1[CH2:20][CH2:19][CH2:18][CH2:17]1.C1(P(C2C=CC=CC=2)C2C=CC=CC=2)C=CC=CC=1.Br[C:43]1[CH:48]=[CH:47][C:46]([S:49]([CH3:52])(=[O:51])=[O:50])=[C:45]([C:53]([F:56])([F:55])[F:54])[CH:44]=1.[Cl-].[NH4+]>O1CCCC1.[Zn].C1C=CC(/C=C/C(/C=C/C2C=CC=CC=2)=O)=CC=1.C1C=CC(/C=C/C(/C=C/C2C=CC=CC=2)=O)=CC=1.[Pd]>[CH3:10][O:11][C:12](=[O:22])/[C:13](/[C:43]1[CH:48]=[CH:47][C:46]([S:49]([CH3:52])(=[O:50])=[O:51])=[C:45]([C:53]([F:55])([F:56])[F:54])[CH:44]=1)=[CH:14]/[CH2:15][CH:16]1[CH2:20][CH2:19][CH2:18][CH2:17]1 |f:5.6,9.10.11|. Procedure: A mixture of zinc dust (0.65 g, 10 mmol, Aldrich, −325 mesh) and dry tetrahydrofuran (2 mL) under argon was treated with 1,2-dibromoethane (140 mg, 0.75 mmol). The zinc suspension was then heated with a heat gun to ebullition, allowed to cool, and heated again. This process was repeated three times to make sure the zinc dust was activated. The activated zinc dust suspension was then treated with trimethylsilyl chloride (82 mg, 0.75 mmol), and the suspension was stirred for 15 min at 25° C. The r... Starting materials: FC1=C(C=CC(=C1)F)[N+](=O)[O-] (2,4-difluoro-1-nitrobenzene), C1(CC1)C=1C(=CC2=C(C(=C(O2)C2=CC=C(C=C2)F)C(=O)NC)C1)NS(=O)(=O)C (5-cyclopropyl-2-(4-fluorophenyl)-N-methyl-6-[(methylsulfonyl)amino]-1-benzofuran-3-carboxamide), C([O-])([O-])=O.[K+].[K+] (potassium carbonate). Run in C(OC)COC (dimethoxyethane), O (water). Run at temperature 100 celsius. Product: C1(CC1)C=1C(=CC2=C(C(=C(O2)C2=CC=C(C=C2)F)C(=O)NC)C1)N(S(=O)(=O)C)C1=CC(=C(C=C1)[N+](=O)[O-])F (5-cyclopropyl-6-(N-(3-fluoro-4-nitrophenyl)methylsulfonamido)-2-(4-fluorophenyl)-N-methylbenzofuran-3-carboxamide). Isolated yield 28.9%. Reaction SMILES: [F:1][C:2]1[CH:7]=[C:6](F)[CH:5]=[CH:4][C:3]=1[N+:9]([O-:11])=[O:10].[CH:12]1([C:15]2[C:16]([NH:35][S:36]([CH3:39])(=[O:38])=[O:37])=[CH:17][C:18]3[O:22][C:21]([C:23]4[CH:28]=[CH:27][C:26]([F:29])=[CH:25][CH:24]=4)=[C:20]([C:30]([NH:32][CH3:33])=[O:31])[C:19]=3[CH:34]=2)[CH2:14][CH2:13]1.C(=O)([O-])[O-].[K+].[K+]>C(COC)OC.O>[CH:12]1([C:15]2[C:16]([N:35]([C:6]3[CH:5]=[CH:4][C:3]([N+:9]([O-:11])=[O:10])=[C:2]([F:1])[CH:7]=3)[S:36]([CH3:39])(=[O:38])=[O:37])=[CH:17][C:18]3[O:22][C:21]([C:23]4[CH:28]=[CH:27][C:26]([F:29])=[CH:25][CH:24]=4)=[C:20]([C:30]([NH:32][CH3:33])=[O:31])[C:19]=3[CH:34]=2)[CH2:14][CH2:13]1 |f:2.3.4|. Procedure details: A suspension of 2,4-difluoro-1-nitrobenzene (261 mg, 1.64 mmol) and 5-cyclopropyl-2-(4-fluorophenyl)-N-methyl-6-[(methylsulfonyl)amino]-1-benzofuran-3-carboxamide (600 mg, 1.49 mmol) in dimethoxyethane (0.8 mL) and water (0.2 mL) was treated with potassium carbonate (616.86 mg, 4.47 mmol) and heated to 100° C. for 24 hours. The reaction mixture was concentrated and purified by column chromatography to afford 5-cyclopropyl-6-(N-(3-fluoro-4-nitrophenyl)methylsulfonamido)-2-(4-fluorophenyl)-N-methy... The reactants are ClC=1C(=CC(=C(C1)N)N)I (5-Chloro-4-iodo-1,2-phenylenediamine), Cl (HCl), C(OCC)(OCC)OCC (triethyl orthoformate). Run in C(C)O (ethanol). Reaction conditions: temperature 130 celsius, time 10 minute. Yields the product ClC=1C(=CC2=C(N=CN2)C1)I (6-Chloro-5-iodobenzimidazole). As a reaction SMILES: [Cl:1][C:2]1[C:3]([I:10])=[CH:4][C:5]([NH2:9])=[C:6]([NH2:8])[CH:7]=1.Cl.[CH:12](OCC)(OCC)OCC>C(O)C>[Cl:1][C:2]1[C:3]([I:10])=[CH:4][C:5]2[NH:9][CH:12]=[N:8][C:6]=2[CH:7]=1. Procedure details: A mixture of 5-chloro-4-iodo-1,2-phenylenediamine 1-6 (8.00 g, 29.8 mmol), 2.48 mL of 12 M HCl (29.8 mmol), triethyl orthoformate (39.7 mL, 238.4 mmol) in 30 mL ethanol was split evenly between four 20 mL reaction vials; the vials were sealed and stirred at 130° C. for 10 min each. After cooling to rt, the resulting solids were collected by filtration and washed with ethanol. Then the isolated solid was dissolved in 250 mL of water by heating to 80° C. To this solution was added slowly 25 mL of ...